From a dataset of the Open Reaction Database (ORD), a public repository of structured organic reaction records. describe an organic reaction: reactants, conditions, products, and yield Reactants: [Br-], CC1CCC2(OC1)OC1CC3C4CCC5CC(=O)C(Br)CC5(C)C4CCC3(C)C1C2C, CCOC(C)=O, CN(C)C=O, [Li+], [Li+], [Li+], O=C([O-])[O-]. Product: CC1CCC2(OC1)OC1CC3C4CCC5CC(=O)C=CC5(C)C4CCC3(C)C1C2C. RXN SMILES: [Br-:2].[Br:14][CH:15]1[C:16](=[O:44])[CH2:17][CH:18]2[CH2:19][CH2:20][CH:21]3[CH:22]4[CH2:23][CH:24]5[CH:25]([CH:26]([CH3:27])[C:28]6([O:29]5)[CH2:30][CH2:31][CH:32]([CH3:33])[CH2:34][O:35]6)[C:36]4([CH3:43])[CH2:37][CH2:38][CH:39]3[C:40]2([CH3:42])[CH2:41]1.[CH3:45][CH2:46][O:47][C:48](=[O:49])[CH3:50].[CH3:9][N:10]([CH3:11])[CH:12]=[O:13].[Li+:1].[Li+:3].[Li+:4].[O-:5][C:6](=[O:7])[O-:8]>>[CH:15]1=[CH:41][C:40]2([CH3:42])[CH:18]([CH2:17][C:16]1=[O:44])[CH2:19][CH2:20][CH:21]1[CH:22]3[CH2:23][CH:24]4[CH:25]([CH:26]([CH3:27])[C:28]5([O:29]4)[CH2:30][CH2:31][CH:32]([CH3:33])[CH2:34][O:35]5)[C:36]3([CH3:43])[CH2:37][CH2:38][CH:39]12. Reactants: [B-](F)(F)(F)F.[B-](F)(F)(F)F.C1C[N+]2(CC[N+]1(CC2)CCl)F (1-(Chloromethyl)-4-fluoro-1,4-diazoniabicyclo[2.2.2]octane ditetrafluoroborate), C1(CC1)N1C(C2=CC=C(C=C2C1)C1=NN(C2=NC(=CC=C21)C2=CC(=CC(=C2)OC)OC)C2OCCCC2)=O (2-cyclopropyl-5-[6-(3,5-dimethoxyphenyl)-1-(tetrahydro-2H-pyran-2-yl)-1H-pyrazolo[3,4-b]pyridin-3-yl]isoindolin-1-one). Yield: 78.3%. Reaction SMILES: [B-](F)(F)(F)F.[B-](F)(F)(F)F.C1[N+]2(CCl)CC[N+]([F:21])(CC2)C1.[CH:22]1([N:25]2[CH2:33][C:32]3[C:27](=[CH:28][CH:29]=[C:30]([C:34]4[C:42]5[C:37](=[N:38][C:39]([C:43]6[CH:48]=[C:47]([O:49][CH3:50])[CH:46]=[C:45]([O:51][CH3:52])[CH:44]=6)=[CH:40][CH:41]=5)[N:36]([CH:53]5[CH2:58][CH2:57][CH2:56][CH2:55][O:54]5)[N:35]=4)[CH:31]=3)[C:26]2=[O:59])[CH2:24][CH2:23]1>C(#N)C>[CH:22]1([N:25]2[CH2:33][C:32]3[C:27](=[CH:28][CH:29]=[C:30]([C:34]4[C:42]5[C:37](=[N:38][C:39]([C:43]6[CH:48]=[C:47]([O:49][CH3:50])[CH:46]=[C:45]([O:51][CH3:52])[C:44]=6[F:21])=[CH:40][CH:41]=5)[N:36]([CH:53]5[CH2:58][CH2:57][CH2:56][CH2:55][O:54]5)[N:35]=4)[CH:31]=3)[C:26]2=[O:59])[CH2:23][CH2:24]1 |f:0.1.2|. Procedure: 1-(Chloromethyl)-4-fluoro-1,4-diazoniabicyclo[2.2.2]octane ditetrafluoroborate (0.21 g, 0.59 mmol) was added to a stirring solution of 2-cyclopropyl-5-[6-(3,5-dimethoxyphenyl)-1-(tetrahydro-2H-pyran-2-yl)-1H-pyrazolo[3,4-b]pyridin-3-yl]isoindolin-1-one (0.15 g, 0.29 mmol) in acetonitrile (3 mL). The mixture was stirred at r.t. for 2 h. Then it was concentrated under reduced pressure. The residue was purified by flash chromatography on a silica gel column with ethyl acetate in hexanes (0-50%) to ... Run at time 2 hour. Yields the product C1(CC1)N1C(C2=CC=C(C=C2C1)C1=NN(C2=NC(=CC=C21)C2=C(C(=CC(=C2)OC)OC)F)C2OCCCC2)=O (2-cyclopropyl-5-[6-(2-fluoro-3,5-dimethoxyphenyl)-1-(tetrahydro-2H-pyran-2-yl)-1H-pyrazolo[3,4-b]pyridin-3-yl]isoindolin-1-one). Run in C(C)#N (acetonitrile).